From a dataset of the Open Reaction Database (ORD), a public repository of structured organic reaction records. describe an organic reaction: reactants, conditions, products, and yield Reactants: NC1=NC(=CC(=N1)N1CCC2(C[C@H](N(C2)C(=O)OCC2=CC=CC=C2)C(=O)OCC)CC1)O[C@@H](C(F)(F)F)C1=C(C=C(C=C1)Cl)C1=CC=CC=C1 ((S)-2-benzyl 3-ethyl 8-(2-amino-6-((R)-1-(5-chloro-[1,1′-biphenyl]-2-yl)-2,2,2-trifluoroethoxy)pyrimidin-4-yl)-2,8-diazaspiro[4.5]decane-2,3-dicarboxylate), [Si](C)(C)(C)I (TMSI), Cl (HCl). Run in C(C)#N (acetonitrile), C(C)OCC (diethyl ether). Product: NC1=NC(=CC(=N1)N1CCC2(C[C@H](NC2)C(=O)OCC)CC1)O[C@@H](C(F)(F)F)C1=C(C=C(C=C1)Cl)C1=CC=CC=C1 ((S)-ethyl 8-(2-amino-6-((R)-1-(5-chloro-[1,1′-biphenyl]-2-yl)-2,2,2-trifluoroethoxy)pyrimidin-4-yl)-2,8-diazaspiro[4.5]decane-3-carboxylate). RXN SMILES: [NH2:1][C:2]1[N:7]=[C:6]([N:8]2[CH2:32][CH2:31][C:11]3([CH2:15][N:14](C(OCC4C=CC=CC=4)=O)[C@H:13]([C:26]([O:28][CH2:29][CH3:30])=[O:27])[CH2:12]3)[CH2:10][CH2:9]2)[CH:5]=[C:4]([O:33][C@H:34]([C:39]2[CH:44]=[CH:43][C:42]([Cl:45])=[CH:41][C:40]=2[C:46]2[CH:51]=[CH:50][CH:49]=[CH:48][CH:47]=2)[C:35]([F:38])([F:37])[F:36])[N:3]=1.[Si](I)(C)(C)C.Cl>C(#N)C.C(OCC)C>[NH2:1][C:2]1[N:7]=[C:6]([N:8]2[CH2:32][CH2:31][C:11]3([CH2:15][NH:14][C@H:13]([C:26]([O:28][CH2:29][CH3:30])=[O:27])[CH2:12]3)[CH2:10][CH2:9]2)[CH:5]=[C:4]([O:33][C@H:34]([C:39]2[CH:44]=[CH:43][C:42]([Cl:45])=[CH:41][C:40]=2[C:46]2[CH:51]=[CH:50][CH:49]=[CH:48][CH:47]=2)[C:35]([F:38])([F:37])[F:36])[N:3]=1. Reported procedure: A solution of (S)-2-benzyl 3-ethyl 8-(2-amino-6-((R)-1-(5-chloro-[1,1′-biphenyl]-2-yl)-2,2,2-trifluoroethoxy)pyrimidin-4-yl)-2,8-diazaspiro[4.5]decane-2,3-dicarboxylate (from Step 3, Example 34c, 315 mg, 0.43 mmol) in acetonitrile (300 mL) was added TMSI (0.13 mL, 0.9 mmol) [Method B]. The reaction mixture was then warmed to RT for an additional 30-40 min, then cooled to 0-5° C., and 2 M HCl in diethyl ether (0.5 mL) was added. The reaction mixture was the allowed to warm RT and then concentrate...